From a dataset of the Open Reaction Database (ORD), a public repository of structured organic reaction records. describe an organic reaction: reactants, conditions, products, and yield Starting materials: CC=1SC(=C(N1)C(=O)N1[C@@H]([C@H]2C[C@H]2C1)CNC(=O)C=1C=CC=C2C1N=C(S2)Cl)C=2C=C(C=CC2)C (2-Chloro-benzothiazole-4-carboxylic acid[(1S,2S,5R)-3-(2-methyl-5-m-tolyl-thiazole-4-carbonyl)-3-aza-bicyclo[3.1.0]hex-2-ylmethyl]-amide). The reagents and catalysts are [Pd] (Pd/C). The solvent is CO (MeOH). Run at time 3 hour. The product is CC=1SC(=C(N1)C(=O)N1[C@@H]([C@H]2C[C@H]2C1)CNC(=O)C=1C=CC=C2C1N=CS2)C=2C=C(C=CC2)C (Benzothiazole-4-carboxylic Acid[(1S,2S,5R)-3-(2-methyl-5-m-tolyl-thiazole-4-carbonyl)-3-aza-bicyclo[3.1.0]hex-2-ylmethyl]-amide). Reaction SMILES: [CH3:1][C:2]1[S:3][C:4]([C:29]2[CH:30]=[C:31]([CH3:35])[CH:32]=[CH:33][CH:34]=2)=[C:5]([C:7]([N:9]2[CH2:14][C@H:13]3[C@H:11]([CH2:12]3)[C@H:10]2[CH2:15][NH:16][C:17]([C:19]2[CH:20]=[CH:21][CH:22]=[C:23]3[S:27][C:26](Cl)=[N:25][C:24]=23)=[O:18])=[O:8])[N:6]=1>CO.[Pd]>[CH3:1][C:2]1[S:3][C:4]([C:29]2[CH:30]=[C:31]([CH3:35])[CH:32]=[CH:33][CH:34]=2)=[C:5]([C:7]([N:9]2[CH2:14][C@H:13]3[C@H:11]([CH2:12]3)[C@H:10]2[CH2:15][NH:16][C:17]([C:19]2[CH:20]=[CH:21][CH:22]=[C:23]3[S:27][CH:26]=[N:25][C:24]=23)=[O:18])=[O:8])[N:6]=1. Reported procedure: A solution of 2-Chloro-benzothiazole-4-carboxylic acid[(1S,2S,5R)-3-(2-methyl-5-m-tolyl-thiazole-4-carbonyl)-3-aza-bicyclo[3.1.0]hex-2-ylmethyl]-amide (0.04 mmol) in MeOH (2.0 mL) is treated with Pd/C (10%, 50 mg) and stirred under a hydrogen atmosphere (1 bar) for 3 h. After filtration through celite and removal of the solvents the desired product is obtained. LC-MS: tR=0.98 min; [M+H]+=489.1. The reactants are Cl.COC([C@@H](NC(C1=C(C=C(C=C1)N)C1=CC=CC=C1)=O)CC(C)C)=O (N-[4-amino-2-phenylbenzoyl]-L-leucine methylester hydrochloride), N1C(=NC=C1)C=O (imidazole-2-carboxaldehyde), CC(C)C[C@@H](C(=O)O)NC(=O)C1=C(C=C(C=C1)NCC2=CN=CN2)C3=CC=CC=C3 (GGTI-2132). The product is COC([C@@H](NC(C1=C(C=C(C=C1)NCC=1NC=CN1)C1=CC=CC=C1)=O)CC(C)C)=O (N-[4-(Imidazol-2-ylmethylamino)-2-phenylbenzoyl]leucine Methyl Ester). RXN SMILES: Cl.[CH3:2][O:3][C:4](=[O:26])[C@H:5]([CH2:22][CH:23]([CH3:25])[CH3:24])[NH:6][C:7](=[O:21])[C:8]1[CH:13]=[CH:12][C:11]([NH2:14])=[CH:10][C:9]=1[C:15]1[CH:20]=[CH:19][CH:18]=[CH:17][CH:16]=1.[NH:27]1[CH:31]=[CH:30][N:29]=[C:28]1[CH:32]=O.CC(C[C@H](NC(C1C=CC(NCC2NC=NC=2)=CC=1C1C=CC=CC=1)=O)C(O)=O)C>>[CH3:2][O:3][C:4](=[O:26])[C@H:5]([CH2:22][CH:23]([CH3:24])[CH3:25])[NH:6][C:7](=[O:21])[C:8]1[CH:13]=[CH:12][C:11]([NH:14][CH2:32][C:28]2[NH:27][CH:31]=[CH:30][N:29]=2)=[CH:10][C:9]=1[C:15]1[CH:20]=[CH:19][CH:18]=[CH:17][CH:16]=1 |f:0.1|. Procedure: Reductive animation of N-[4-amino-2-phenylbenzoyl]-L-leucine methylester hydrochloride and imidazole-2-carboxaldehyde following similar procedures to those described for GGTI-2132 afforded after purification N-[4-(Imidazol-2-ylmethylamino)-2-phenylbenzoyl]leucine methyl ester as a white solid. 42%. mp=156-160° C. 1H NMR (DMSO-d6) 8.19 (m, 1H, aryl), 7.58 (s, 2H), 7.34-7.22 (m, 6H), 6.67 (d, 1H, J=8.3 Hz), 6.60 (s, 1H), 4.72 (s, 2H, CH2), 4.17 (m, 1H), 3.59 (s, 3H), 1.52-1.35 (m, 3H), 0.80 (d, 3H...